From a dataset of the Open Reaction Database (ORD), a public repository of structured organic reaction records. describe an organic reaction: reactants, conditions, products, and yield The reactants are CN1CCNCC1, Cc1ccc(C(=O)Nc2cc(OCCCl)cc(C(F)(F)F)c2)cc1Nc1ncccc1-c1ccncn1, [I-], [Na+], CN(C)C=O, O. Product: Cc1ccc(C(=O)Nc2cc(OCCN3CCN(C)CC3)cc(C(F)(F)F)c2)cc1Nc1ncccc1-c1ccncn1. Reaction SMILES: [CH3:38][N:39]1[CH2:40][CH2:41][NH:42][CH2:43][CH2:44]1.[Cl:1][CH2:2][CH2:3][O:4][c:5]1[cH:6][c:7]([NH:15][C:16]([c:17]2[cH:18][c:19]([NH:24][c:25]3[n:26][cH:27][cH:28][cH:29][c:30]3-[c:31]3[n:32][cH:33][n:34][cH:35][cH:36]3)[c:20]([CH3:23])[cH:21][cH:22]2)=[O:37])[cH:8][c:9]([C:11]([F:12])([F:13])[F:14])[cH:10]1.[I-:46].[Na+:45].[O:48]=[CH:49][N:50]([CH3:51])[CH3:52].[OH2:47]>>[CH2:2]([CH2:3][O:4][c:5]1[cH:6][c:7]([NH:15][C:16]([c:17]2[cH:18][c:19]([NH:24][c:25]3[n:26][cH:27][cH:28][cH:29][c:30]3-[c:31]3[n:32][cH:33][n:34][cH:35][cH:36]3)[c:20]([CH3:23])[cH:21][cH:22]2)=[O:37])[cH:8][c:9]([C:11]([F:12])([F:13])[F:14])[cH:10]1)[N:42]1[CH2:41][CH2:40][N:39]([CH3:38])[CH2:44][CH2:43]1. The reactants are CCOC(O)C(F)(F)F, CCOC(C)=O, C1COCCO1, Cc1ccc(C(N)=O)cc1. The product is Cc1ccc(C(=O)NC(O)C(F)(F)F)cc1. Reaction SMILES: [CH2:1]([O:2][CH:4]([C:5]([F:6])([F:7])[F:8])[OH:9])[CH3:3].[CH3:26][CH2:27][O:28][C:29](=[O:30])[CH3:31].[O:20]1[CH2:21][CH2:22][O:23][CH2:24][CH2:25]1.[c:10]1([CH3:19])[cH:11][cH:12][c:13]([C:16](=[O:17])[NH2:18])[cH:14][cH:15]1>>[CH:4]([C:5]([F:6])([F:7])[F:8])([OH:9])[NH:18][C:16]([c:13]1[cH:12][cH:11][c:10]([CH3:19])[cH:15][cH:14]1)=[O:17]. Starting materials: ClCC1=CC=C(C=C1)C(C(=O)O)C(=O)O (p-chloromethylphenylmalonic acid), CC(=O)OCC1=C(N2[C@@H]([C@@H](C2=O)N)SC1)C(=O)O (7-aminocephalosporanic acid), 4m, CC=1SC(=NN1)SCC1=C(N2C(C(C2SC1)N)=O)C(=O)O (3-[(2-methyl-1,3,4-thiadiazol-5-ylthio)methyl]-7-amino-8-oxo-5-thia-1-azabicyclo[4.2.0]oct-2-ene-2-carboxylic acid). The solvent is C(Cl)Cl (methylene chloride), C(CC)O (propanol). Yields the product C(C)[NH+](CC)CC.CC=1SC(=NN1)SCC1=C(N2C(C(C2SC1)N)=O)C(=O)[O-] (3-[(2-methyl-1,3,4-thiadiazol-5-ylthio)methyl]-7-amino-8-oxo-5-thia-1-azabicyclo[4.2.0]oct-2-ene-2-carboxylic acid triethylammonium salt), CC=1SC(=NN1)SCC1=C(N2C(CC2SC1)=O)C(=O)O (3-[(2-methyl-1,3,4-thiadiazol-5-yl-thio)methyl]-8-oxo-5-thia-1-azabicyclo[4.2.0]oct-2-ene-2-carboxylic acid). Reaction SMILES: ClCC1C=CC([CH:9]([C:13](O)=O)C(O)=O)=CC=1.CC(OC[C:21]1CS[C@@H:24]2[C@H:25](N)C(=O)[N:23]2[C:22]=1C(O)=O)=O.[CH3:34][C:35]1[S:36][C:37]([S:40][CH2:41][C:42]2[CH2:49][S:48][CH:47]3[N:44]([C:45](=[O:51])[CH:46]3[NH2:50])[C:43]=2[C:52]([OH:54])=[O:53])=[N:38][N:39]=1>C(Cl)Cl.C(O)CC>[CH2:22]([NH+:23]([CH2:9][CH3:13])[CH2:24][CH3:25])[CH3:21].[CH3:34][C:35]1[S:36][C:37]([S:40][CH2:41][C:42]2[CH2:49][S:48][CH:47]3[N:44]([C:45](=[O:51])[CH:46]3[NH2:50])[C:43]=2[C:52]([O-:54])=[O:53])=[N:38][N:39]=1.[CH3:34][C:35]1[S:36][C:37]([S:40][CH2:41][C:42]2[CH2:49][S:48][CH:47]3[N:44]([C:45](=[O:51])[CH2:46]3)[C:43]=2[C:52]([OH:54])=[O:53])=[N:38][N:39]=1 |f:5.6|. Procedure details: α-Carboxy-p-chloromethylphenylacetylnitrophenyl polymer, prepared according to the procedure described in Canadian Pat. No. 892,580, carrying 4m. mole of p-chloromethylphenylmalonic acid is suspended for about 8 hours in 20 ml of dry methylene chloride solution containing 1 m. mole of 3-[(2-methyl-1,3,4-thiadiazol-5-ylthio)methyl]-7-amino-8-oxo-5-thia-1-azabicyclo[4.2.0]oct-2-ene-2-carboxylic acid triethylammonium salt, which is prepared from the 7-aminocephalosporanic acid derivative and trieth... RXN SMILES: [Br:1][CH2:2][CH2:3][CH2:4][CH2:5][CH2:6][CH2:7][CH2:8][CH2:9][CH2:10][CH2:11][CH2:12][S:13](Cl)(=[O:15])=[O:14].[CH:17]1([NH2:20])[CH2:19][CH2:18]1>>[CH:17]1([NH:20][S:13]([CH2:12][CH2:11][CH2:10][CH2:9][CH2:8][CH2:7][CH2:6][CH2:5][CH2:4][CH2:3][CH2:2][Br:1])(=[O:15])=[O:14])[CH2:19][CH2:18]1. Starting materials: BrCCCCCCCCCCCS(=O)(=O)Cl (11-bromoundecanesulfonyl chloride), C1(CC1)N (cyclopropylamine). Isolated yield 96.0%. Reported procedure: The reaction was carried out in the same manner as in Preparation Example 3 except for using 11-bromoundecanesulfonyl chloride (2.29g, 6.85 mmol) in place of 6-bromohexanesulfonyl chloride, and cyclopropylamine (860 mg, 15.1 mmol), to give N-cyclopropyl-11-bromoundecanesulfonamide (2.33 g) as colorless crystals. Product: C1(CC1)NS(=O)(=O)CCCCCCCCCCCBr (N-cyclopropyl-11-bromoundecanesulfonamide).